From a dataset of the Open Reaction Database (ORD), a public repository of structured organic reaction records. describe an organic reaction: reactants, conditions, products, and yield The reactants are COC(C)(C)C, C[O-], Cl, CCOC(=O)C(F)(F)F, CC(=O)c1ccc(-c2cscn2)c(F)c1, [Na+]. Product: O=C(CC(=O)C(F)(F)F)c1ccc(-c2cscn2)c(F)c1. RXN SMILES: [C:29]([O:30][CH3:31])([CH3:32])([CH3:33])[CH3:34].[CH3:25][O-:26].[ClH:28].[F:16][C:17]([C:18](=[O:19])[O:20][CH2:21][CH3:22])([F:23])[F:24].[F:1][c:2]1[cH:3][c:4]([C:13]([CH3:14])=[O:15])[cH:5][cH:6][c:7]1-[c:8]1[n:9][cH:10][s:11][cH:12]1.[Na+:27]>>[F:1][c:2]1[cH:3][c:4]([C:13]([CH2:14][C:18]([C:17]([F:16])([F:23])[F:24])=[O:19])=[O:15])[cH:5][cH:6][c:7]1-[c:8]1[n:9][cH:10][s:11][cH:12]1. Reactants: ClC1=C(C=O)C=CC(=C1)OCCCN1CCN(CC1)C (2-chloro-4-[3-(4-methyl-piperazin-1-yl)-propoxy]-benzaldehyde), FC(OC=1C=C(C(=CC1)N)N)(F)F (4-trifluoromethoxy-benzene-1,2-diamine), Na2S2O5. Yields the product ClC1=C(C=CC(=C1)OCCCN1CCN(CC1)C)C1=NC2=C(N1)C=CC(=C2)OC(F)(F)F (2-{2-Chloro-4-[3-(4-methyl-piperazin-1-yl)-propoxy]-phenyl}-5-trifluoromethoxy-1H-benzoimidazole). Yield: 24.8%. RXN SMILES: [Cl:1][C:2]1[CH:9]=[C:8]([O:10][CH2:11][CH2:12][CH2:13][N:14]2[CH2:19][CH2:18][N:17]([CH3:20])[CH2:16][CH2:15]2)[CH:7]=[CH:6][C:3]=1[CH:4]=O.[F:21][C:22]([F:33])([F:32])[O:23][C:24]1[CH:25]=[C:26]([NH2:31])[C:27]([NH2:30])=[CH:28][CH:29]=1>>[Cl:1][C:2]1[CH:9]=[C:8]([O:10][CH2:11][CH2:12][CH2:13][N:14]2[CH2:19][CH2:18][N:17]([CH3:20])[CH2:16][CH2:15]2)[CH:7]=[CH:6][C:3]=1[C:4]1[NH:30][C:27]2[CH:28]=[CH:29][C:24]([O:23][C:22]([F:21])([F:32])[F:33])=[CH:25][C:26]=2[N:31]=1. Procedure details: This compound was prepared by the method described in General Procedure 3 using 2-chloro-4-[3-(4-methyl-piperazin-1-yl)-propoxy]-benzaldehyde (200 mg, 0.68 mmol, 1.0 equiv), 4-trifluoromethoxy-benzene-1,2-diamine (119 mg, 0.62 mmol, 0.92 equiv) and Na2S2O5 (167 mg, 0.88 mmol, 1.3 equiv). Purification by Method 2 afforded 72 mg (23%) of the title compound. MS (electrospray): mass calculated for C22H24ClF3N4O2, 468.15. m/z found, 469.4 [M+H]+. 1H NMR (400 MHz, CD3OD): 7.82 (d, J=8.7 Hz, 1H), 7.69 ...